From a dataset of the Open Reaction Database (ORD), a public repository of structured organic reaction records. describe an organic reaction: reactants, conditions, products, and yield The reactants are CCCCCCCCCCCCO, Cl, O=C1COCC(=O)O1, c1ccncc1. Yields the product CCCCCCCCCCCCOC(=O)COCC(=O)O. Reaction SMILES: [CH2:1]([CH2:2][CH2:3][CH2:4][CH2:5][CH2:6][CH2:7][CH2:8][CH2:9][CH2:10][CH2:11][CH3:12])[OH:13].[ClH:22].[O:14]1[C:15](=[O:21])[CH2:16][O:17][CH2:18][C:19]1=[O:20].[cH:23]1[cH:24][cH:25][n:26][cH:27][cH:28]1>>[CH2:1]([CH2:2][CH2:3][CH2:4][CH2:5][CH2:6][CH2:7][CH2:8][CH2:9][CH2:10][CH2:11][CH3:12])[O:13][C:19]([CH2:18][O:17][CH2:16][C:15](=[O:14])[OH:21])=[O:20]. Reactants: O[Li].O (LiOH.H2O), COC(C1=CC=C(C=C1)C1=C2/C(/C(NC2=CC=C1NC(CC=1SC=CC1)=O)=O)=C/C=1NC=CC1OC)=O ((Z)-4-[2,3-dihydro-3-[(3-methoxy-1H-pyrrol-2-yl) methylene]-2-oxo-5-[(2-thienylacetyl)amino]-1H-indol-4-yl]-benzoic acid methyl ester). The solvent is C1CCOC1 (THF), O (water). Product: COC1=C(NC=C1)\C=C\1/C(NC2=CC=C(C(=C12)C1=CC=C(C(=O)O)C=C1)NC(CC=1SC=CC1)=O)=O ((Z)-4-[2,3-dihydro-3-[(3-methoxy-1H-pyrrol-2-yl)methylene]-2-oxo-5-[(2-thienylacetyl)amino]-1H-indol-4-yl]-benzoic acid). Yield: 28.6%. Reaction SMILES: C[O:2][C:3](=[O:37])[C:4]1[CH:9]=[CH:8][C:7]([C:10]2[C:18]([NH:19][C:20](=[O:27])[CH2:21][C:22]3[S:23][CH:24]=[CH:25][CH:26]=3)=[CH:17][CH:16]=[C:15]3[C:11]=2/[C:12](=[CH:29]/[C:30]2[NH:31][CH:32]=[CH:33][C:34]=2[O:35][CH3:36])/[C:13](=[O:28])[NH:14]3)=[CH:6][CH:5]=1.O[Li].O>C1COCC1.O>[CH3:36][O:35][C:34]1[CH:33]=[CH:32][NH:31][C:30]=1/[CH:29]=[C:12]1\[C:13](=[O:28])[NH:14][C:15]2[C:11]\1=[C:10]([C:7]1[CH:6]=[CH:5][C:4]([C:3]([OH:37])=[O:2])=[CH:9][CH:8]=1)[C:18]([NH:19][C:20](=[O:27])[CH2:21][C:22]1[S:23][CH:24]=[CH:25][CH:26]=1)=[CH:17][CH:16]=2 |f:1.2|. Procedure details: Using Method F above, (Z)-4-[2,3-dihydro-3-[(3-methoxy-1H-pyrrol-2-yl)methylene]-2-oxo-5-[(2-thienylacetyl)amino]-1H-indol-4-yl]-benzoic acid methyl ester (70 mg, 0.14 mmol) (from Example 50 supra) was hydrolyzed with LiOH.H2O (20 mg, 0.48 mmol) in THF (3 mL) and water (2 mL) at room temperature for 3 days to yield (Z)-4-[2,3-dihydro-3-[(3-methoxy-1H-pyrrol-2-yl)methylene]-2-oxo-5-[(2-thienylacetyl)amino]-1H-indol-4-yl]-benzoic acid (yield: 20 mg, 29%). Starting materials: C(C)(C)O (isopropylalcohol), C(C)OC(=O)C=1N(C=C(N1)NC(=O)C=1N(C=C(C1)NC(=O)C=1N(C=CN1)C)C)C (2-Ethoxycarbonyl-1-methyl-4-{4-(1-methylimidazole-2-carboxamido)-1-methypyrrole-2-carboxamido}imidazole), Cl (hydrochloric acid), [OH-].[Na+] (sodium hydroxide). The solvent is CO (methanol). Reaction conditions: temperature 50 celsius, time 1 hour. Product: CN1C(=NC(=C1)NC(=O)C=1N(C=C(C1)NC(=O)C=1N(C=CN1)C)C)C(=O)[O-].[Na+] (Sodium 1-methyl-4-{4-(1-methylimidazole-2-carboxamido)-1-methypyrrole-2-carboxamido}imidazole-2-carboxylate). Yield: 96.6%. RXN SMILES: C([O:3][C:4]([C:6]1[N:7]([CH3:29])[CH:8]=[C:9]([NH:11][C:12]([C:14]2[N:15]([CH3:28])[CH:16]=[C:17]([NH:19][C:20]([C:22]3[N:23]([CH3:27])[CH:24]=[CH:25][N:26]=3)=[O:21])[CH:18]=2)=[O:13])[N:10]=1)=[O:5])C.[OH-].[Na+:31].Cl.C(O)(C)C>CO>[CH3:29][N:7]1[CH:8]=[C:9]([NH:11][C:12]([C:14]2[N:15]([CH3:28])[CH:16]=[C:17]([NH:19][C:20]([C:22]3[N:23]([CH3:27])[CH:24]=[CH:25][N:26]=3)=[O:21])[CH:18]=2)=[O:13])[N:10]=[C:6]1[C:4]([O-:5])=[O:3].[Na+:31] |f:1.2,6.7|. Procedure: The compound 9 (3.0 g, 7.5 mmol) was dissolved in methanol (37.6 ml), mixed with aqueous solution of sodium hydroxide (37.6 ml, 7.89 mmol) and stirred for one hour at 50° C. After being cooled to a room temperature, the resulting solution was mixed with hydrochloric acid (1N) to reach pH 2.0, and then mixed with isopropylalcohol to give the white powder, which was then filtered to give the compound 10 (2.85 g, 94%). The reactants are O=C(Br)CBr, ClCCl, Nc1ccccc1[N+](=O)[O-], c1ccncc1. The product is O=C(CBr)Nc1ccccc1[N+](=O)[O-]. Reaction SMILES: [Br:1][CH2:2][C:3](=[O:4])[Br:5].[Cl:22][CH2:23][Cl:24].[N+:6](=[O:7])([O-:8])[c:9]1[c:10]([NH2:11])[cH:12][cH:13][cH:14][cH:15]1.[cH:16]1[cH:17][cH:18][n:19][cH:20][cH:21]1>>[Br:1][CH2:2][C:3](=[O:4])[NH:11][c:10]1[c:9]([N+:6](=[O:7])[O-:8])[cH:15][cH:14][cH:13][cH:12]1. The reactants are C1=CC=C(C=C1)S(=O)(=O)N(F)S(=O)(=O)C2=CC=CC=C2 (N-fluorobenzenesulfonimide), O=C1N(C(C2=CC=CC=C12)=O)C(C(=O)OC)CCC(=O)OC (dimethyl 2-(1,3-dioxoisoindolin-2-yl)-pentane-1,5-dioate), CN(CCN(C)C)C (tetramethylethylene diamine), C(CCC)[Li] (n-butyl lithium). The solvent is O1CCCC1 (tetrahydrofuran). Run at time 30 minute. Product: O=C1N(C(C2=CC=CC=C12)=O)C(C(=O)OC)(CCC(=O)OC)F (dimethyl 2-(1,3-dioxoisoindolin-2-yl)-2-fluoropentane-1,5-dioate). RXN SMILES: [O:1]=[C:2]1[C:10]2[C:5](=[CH:6][CH:7]=[CH:8][CH:9]=2)[C:4](=[O:11])[N:3]1[CH:12]([CH2:17][CH2:18][C:19]([O:21][CH3:22])=[O:20])[C:13]([O:15][CH3:16])=[O:14].CN(C)CCN(C)C.C([Li])CCC.C1C=CC(S(N(S(C2C=CC=CC=2)(=O)=O)[F:46])(=O)=O)=CC=1>O1CCCC1>[O:11]=[C:4]1[C:5]2[C:10](=[CH:9][CH:8]=[CH:7][CH:6]=2)[C:2](=[O:1])[N:3]1[C:12]([F:46])([CH2:17][CH2:18][C:19]([O:21][CH3:22])=[O:20])[C:13]([O:15][CH3:16])=[O:14]. Reported procedure: To a stirred solution of dimethyl 2-(1,3-dioxoisoindolin-2-yl)-pentane-1,5-dioate (1.0 g, 3.3 mmol) and tetramethylethylene diamine (0.5 g, 4.3 mmol) in tetrahydrofuran (10 mL) is added 2.5M n-butyl lithium (1.6 mL, 4 mmol,) at -79° C. After 30 minutes, N-fluorobenzenesulfonimide (1 g, 3.2 mmol) is added to the mixture which then is allowed to reach room temperature. The solvent is removed in vacuo and the residue is stirred with methylene chloride (100 mL) for 10 minutes. The organic layer is w...